describe an organic reaction: reactants, conditions, products, and yield From a dataset of the Open Reaction Database (ORD), a public repository of structured organic reaction records. Reactants: C1(=CC=CC=C1)C(C(=O)OC)=O (methyl phenylglyoxalate), C(CCCCC)O (1-hexanol). The product is C1(=CC=CC=C1)C(C(=O)OCCCCCC)=O (hexyl phenylglyoxalate). Yield: 87.0%. RXN SMILES: [C:1]1([C:7](=[O:12])[C:8]([O:10][CH3:11])=[O:9])[CH:6]=[CH:5][CH:4]=[CH:3][CH:2]=1.[CH2:13](O)[CH2:14][CH2:15][CH2:16][CH2:17]C>>[C:1]1([C:7](=[O:12])[C:8]([O:10][CH2:11][CH2:13][CH2:14][CH2:15][CH2:16][CH3:17])=[O:9])[CH:6]=[CH:5][CH:4]=[CH:3][CH:2]=1. Procedure details: 16.42 g (0.1 mol) of methyl phenylglyoxalate is transesterified as described in example 1.1, using 1-hexanol instead of methoxyethanol. 21.33 g (87%) hexyl phenylglyoxalate are obtained as a colorless liquid. The reactants are ClC1=C(C=CC(=C1)Cl)C=1N=C(C(=NC1CC)N[C@H]1[C@H](CC2=CC=CC=C12)OCC)CC (5-(2,4-dichlorophenyl)-N-[(1R,2S)-2-ethoxy-2,3-dihydro-1H-inden-1-yl]-3,6-diethylpyrazin-2-amine), ClC1=C(C=CC(=C1)OC)C=1N=C(C(=NC1CC)N[C@@H]1[C@@H](COC1)O)CC (cis-(+/−)-4-{[5-(2-chloro-4-methoxyphenyl)-3,6-diethylpyrazin-2-yl]amino}tetrahydrofuran-3-ol), BrCCCF (1-bromo-3-fluoropropane). Yields the product ClC1=C(C=CC(=C1)OC)C=1N=C(C(=NC1CC)N[C@@H]1COC[C@@H]1OCCCF)CC ((+/−)-5-(2-chloro-4-methoxyphenyl)-3,6-diethyl-N-[cis-4-(3-fluoropropoxy)tetrahydrofuran-3-yl]pyrazin-2-amine). Reaction SMILES: ClC1C=C(Cl)C=CC=1C1N=C(CC)C(N[C@@H]2C3C(=CC=CC=3)C[C@@H]2OCC)=NC=1CC.[Cl:32][C:33]1[CH:38]=[C:37]([O:39][CH3:40])[CH:36]=[CH:35][C:34]=1[C:41]1[N:42]=[C:43]([CH2:56][CH3:57])[C:44]([NH:49][C@H:50]2[CH2:54][O:53][CH2:52][C@H:51]2[OH:55])=[N:45][C:46]=1[CH2:47][CH3:48].Br[CH2:59][CH2:60][CH2:61][F:62]>>[Cl:32][C:33]1[CH:38]=[C:37]([O:39][CH3:40])[CH:36]=[CH:35][C:34]=1[C:41]1[N:42]=[C:43]([CH2:56][CH3:57])[C:44]([NH:49][C@H:50]2[C@@H:51]([O:55][CH2:59][CH2:60][CH2:61][F:62])[CH2:52][O:53][CH2:54]2)=[N:45][C:46]=1[CH2:47][CH3:48]. Procedure: Following the procedure for the preparation of 5-(2,4-dichlorophenyl)-N-[(1R,2S)-2-ethoxy-2,3-dihydro-1H-inden-1-yl]-3,6-diethylpyrazin-2-amine but substituting of cis-(+/−)-4-{[5-(2-chloro-4-methoxyphenyl)-3,6-diethylpyrazin-2-yl]amino}tetrahydrofuran-3-ol and 1-bromo-3-fluoropropane and making non-critical variations provided the title compound as a colorless semi-solid. IR (liq.) 2969, 2936, 2875, 1606, 1565, 1481, 1441, 1397, 1287, 1230, 1203, 1127, 1075, 1059, 1046 cm−1; OAMS supporting ion... Reactants: C1(NC(C2=CC=CC=C12)=O)=O (isoindoline-1,3-dione), C1(=CC=CC=C1)P(C1=CC=CC=C1)C1=CC=CC=C1 (triphenylphosphine), N1=CC=CC2=CC(=CC=C12)CO (quinolin-6-ylmethanol), N(=N\C(=O)OC(C)C)/C(=O)OC(C)C ((E)-diisopropyl diazene-1,2-dicarboxylate). Run in C1CCOC1 (THF), C1CCOC1 (THF). Reaction conditions: temperature 30 celsius. Yields the product N1=CC=CC2=CC(=CC=C12)CN1C(C2=CC=CC=C2C1=O)=O (2-(quinolin-6-ylmethyl)isoindoline-1,3-dione). The yield is 94.9%. RXN SMILES: [C:1]1(=[O:11])[C:9]2[C:4](=[CH:5][CH:6]=[CH:7][CH:8]=2)[C:3](=[O:10])[NH:2]1.C1(P(C2C=CC=CC=2)C2C=CC=CC=2)C=CC=CC=1.[N:31]1[C:40]2[C:35](=[CH:36][C:37]([CH2:41]O)=[CH:38][CH:39]=2)[CH:34]=[CH:33][CH:32]=1.N(/C(OC(C)C)=O)=N\C(OC(C)C)=O>C1COCC1>[N:31]1[C:40]2[C:35](=[CH:36][C:37]([CH2:41][N:2]3[C:3](=[O:10])[C:4]4[C:9](=[CH:8][CH:7]=[CH:6][CH:5]=4)[C:1]3=[O:11])=[CH:38][CH:39]=2)[CH:34]=[CH:33][CH:32]=1. Procedure: To a solution of isoindoline-1,3-dione (6.47 g, 44.0 mmol) and triphenylphosphine (11.53 g, 44.0 mmol) in THF (70 mL) at a 0° C., was added a solution of quinolin-6-ylmethanol (7 g, 44.0 mmol) in THF (30 mL) and (E)-diisopropyl diazene-1,2-dicarboxylate (8.89 g, 44.0 mmol) dropwise over a period of 30 min. The mixture was then heated to 30° C. for 20 h. The reaction was cooled to rt and concentrated in vacuo. The resulting residue was purified by Analogix silica gel with gradient hexanes:EtOAc t... RXN SMILES: [C:1]([c:2]1[cH:3][cH:4][cH:5][cH:6][cH:7]1)([c:8]1[cH:9][cH:10][cH:11][cH:12][cH:13]1)([c:14]1[cH:15][cH:16][cH:17][cH:18][cH:19]1)[O:20][CH2:21][CH2:22][C:23](=[O:24])[O-:25].[CH3:39][c:40]1[cH:41][cH:42][cH:43][cH:44][cH:45]1.[Cl:33][C:34]([C:35]([Cl:36])=[O:37])=[O:38].[K+:26].[cH:27]1[cH:28][cH:29][n:30][cH:31][cH:32]1>>[C:1]([c:2]1[cH:3][cH:4][cH:5][cH:6][cH:7]1)([c:8]1[cH:9][cH:10][cH:11][cH:12][cH:13]1)([c:14]1[cH:15][cH:16][cH:17][cH:18][cH:19]1)[O:20][CH2:21][CH2:22][C:23](=[O:25])[Cl:33]. Product: O=C(Cl)CCOC(c1ccccc1)(c1ccccc1)c1ccccc1. Starting materials: O=C([O-])CCOC(c1ccccc1)(c1ccccc1)c1ccccc1, Cc1ccccc1, O=C(Cl)C(=O)Cl, [K+], c1ccncc1. Starting materials: O=C([O-])[O-], O=[N+]([O-])c1ccc(F)c([N+](=O)[O-])c1, [K+], [K+], CCOC(=O)C(C)O. Product: CCOC(=O)C(C)c1ccc([N+](=O)[O-])cc1[N+](=O)[O-]. As a reaction SMILES: [C:1](=[O:2])([O-:3])[O-:4].[F:7][c:8]1[c:9]([N+:17](=[O:18])[O-:19])[cH:10][c:11]([N+:14](=[O:15])[O-:16])[cH:12][cH:13]1.[K+:5].[K+:6].[OH:20][CH:21]([C:22](=[O:23])[O:24][CH2:25][CH3:26])[CH3:27]>>[c:8]1([CH:21]([C:22](=[O:23])[O:24][CH2:25][CH3:26])[CH3:27])[c:9]([N+:17](=[O:18])[O-:19])[cH:10][c:11]([N+:14](=[O:15])[O-:16])[cH:12][cH:13]1. Reactants: [N+](=O)([O-])C1=CC=C(CN2C3=C(N[C@H]4[C@@H](C2=O)CCC4)C=CC=C3)C=C1 ((3aR*,10aS*)-9-(4-nitrobenzyl)-2,3,3a,4,9,10a-hexahydrobenzo[b]cyclopenta[e][1,4]-diazepin-10(1H)-one), BrCC(=O)Br (bromoacetyl bromide). Solvent: C(C)(=O)OCC.CCCCCC (ethyl acetate hexane). Product: BrCC(=O)N1C2=C(N(C([C@@H]3[C@H]1CCC3)=O)CC3=CC=C(C=C3)[N+](=O)[O-])C=CC=C2 ((3aR*,10aS*)-4-(Bromoacetyl)-9-(4-nitrobenzyl)-2,3,3a,4,9,10a-hexahydrobenzo[b]cyclopenta[e][1,4]-diazepin-10(1H)-one). Yield: 37.0%. RXN SMILES: [N+:1]([C:4]1[CH:25]=[CH:24][C:7]([CH2:8][N:9]2[C:15](=[O:16])[C@H:14]3[CH2:17][CH2:18][CH2:19][C@H:13]3[NH:12][C:11]3[CH:20]=[CH:21][CH:22]=[CH:23][C:10]2=3)=[CH:6][CH:5]=1)([O-:3])=[O:2].[Br:26][CH2:27][C:28](Br)=[O:29]>C(OCC)(=O)C.CCCCCC>[Br:26][CH2:27][C:28]([N:12]1[C@@H:13]2[CH2:19][CH2:18][CH2:17][C@@H:14]2[C:15](=[O:16])[N:9]([CH2:8][C:7]2[CH:24]=[CH:25][C:4]([N+:1]([O-:3])=[O:2])=[CH:5][CH:6]=2)[C:10]2[CH:23]=[CH:22][CH:21]=[CH:20][C:11]1=2)=[O:29] |f:2.3|. Procedure details: Using (3aR*,10aS*)-9-(4-nitrobenzyl)-2,3,3a,4,9,10a-hexahydrobenzo[b]cyclopenta[e][1,4]-diazepin-10(1H)-one and bromoacetyl bromide, the titled compound was synthesized in substantially the same manner as in Working Example 185 in a yield of 37%, m.p. 160.5°-161.5° C. (ethyl acetate-hexane).